This data is from the Open Reaction Database (ORD), a public repository of structured organic reaction records. The task is: describe an organic reaction: reactants, conditions, products, and yield Reactants: [N+](=O)([O-])C(C(O)C=1C=NC=CC1)CC (2-nitro-1-pyridin-3-yl-butan-1-ol). The reagents and catalysts are [Ni] (Raney-Nickel). The solvent is C(C)O (ethanol). Run at time 16 hour. Product: NC(C(O)C=1C=NC=CC1)C (2-amino-1-pyridin-3-yl-propan-1-ol). As a reaction SMILES: [N+:1]([CH:4]([CH2:13]C)[CH:5]([C:7]1[CH:8]=[N:9][CH:10]=[CH:11][CH:12]=1)[OH:6])([O-])=O>C(O)C.[Ni]>[NH2:1][CH:4]([CH3:13])[CH:5]([C:7]1[CH:8]=[N:9][CH:10]=[CH:11][CH:12]=1)[OH:6]. Procedure details: A solution of 2-nitro-1-pyridin-3-yl-butan-1-ol (3.20 g, 17.6 mmol) in ethanol (90 mL) was purged with argon, and 200 mg of Raney-Nickel was added at room temperature. The reaction mixture was three times evacuated and refilled with hydrogen. The reaction was stirred for 16 hours under H2 at room temperature. Raney-Nickel was then filtered over Hyflo, and the Hyflo washed with EtOH. The filtrate was then concentrated in order to give 2-amino-1-pyridin-3-yl-propan-1-ol as a product (2.35 g, 88%),... The reactants are C(#N)C1=C(C(=C(C=C1)C=1C=NN(C1O)C1=NC=C(C(=O)O)C=C1)C)F (6-(4-(4-cyano-3-fluoro-2-methylphenyl)-5-hydroxy-1H-pyrazol-1-yl)nicotinic acid), COCCCNC (3-methoxy-N-methylpropan-1-amine). Yields the product C(#N)C1=C(C(=C(C=C1)C=1C=NN(C1O)C1=NC=C(C(=O)N(C)CCCOC)C=C1)C)F (6-(4-(4-cyano-3-fluoro-2-methylphenyl)-5-hydroxy-1H-pyrazol-1-yl)-N-(3-methoxypropyl)-N-methylnicotinamide). As a reaction SMILES: [C:1]([C:3]1[CH:8]=[CH:7][C:6]([C:9]2[CH:10]=[N:11][N:12]([C:15]3[CH:23]=[CH:22][C:18]([C:19]([OH:21])=O)=[CH:17][N:16]=3)[C:13]=2[OH:14])=[C:5]([CH3:24])[C:4]=1[F:25])#[N:2].[CH3:26][O:27][CH2:28][CH2:29][CH2:30][NH:31][CH3:32]>>[C:1]([C:3]1[CH:8]=[CH:7][C:6]([C:9]2[CH:10]=[N:11][N:12]([C:15]3[CH:23]=[CH:22][C:18]([C:19]([N:31]([CH2:30][CH2:29][CH2:28][O:27][CH3:26])[CH3:32])=[O:21])=[CH:17][N:16]=3)[C:13]=2[OH:14])=[C:5]([CH3:24])[C:4]=1[F:25])#[N:2]. Procedure details: The title compound was prepared in a manner similar to Example 301 using 6-(4-(4-cyano-3-fluoro-2-methylphenyl)-5-hydroxy-1H-pyrazol-1-yl)nicotinic acid and 3-methoxy-N-methylpropan-1-amine. 1H NMR (400 MHz, DMSO-d6) δ ppm 1.66-1.93 (m, 2H) 2.34 (d, J=2.27 Hz, 3H) 2.98 (s, 3H) 3.07-3.67 (m, 7H) 7.64 (br. s., 1H) 7.70-7.81 (m, 1H) 7.84-8.64 (m, 4H). ESI-MS m/z [M+H]+ 424.3. Procedure details: 2-(Dimethylamino)-4-(4-fluorophenyl)-3-quinolinecarboxaldehyde (4.20 g) is dissolved in 100 ml of dichloromethane and (5.25 g, 1.1 equivalents) of methyl (triphenylphosphoranylidene) acetate is added in one portion. The reaction is stirred at room temperature for three days, evaporated, and the residue eluted through a 3-inch silica column to give 4.60 g of (E)-methyl-3-[2-(dimethylamino)-4-(4-fluorophenyl)-3-quinolinyl]-2-propenoate as an orange solid; 1H NMR (chloroform-d): δ 7.78-6.87 (m, 9H)... Reaction SMILES: [CH3:1][N:2]([CH3:22])[C:3]1[C:12]([CH:13]=O)=[C:11]([C:15]2[CH:20]=[CH:19][C:18]([F:21])=[CH:17][CH:16]=2)[C:10]2[C:5](=[CH:6][CH:7]=[CH:8][CH:9]=2)[N:4]=1.[CH3:23][O:24][C:25]([CH:27]=P(C1C=CC=CC=1)(C1C=CC=CC=1)C1C=CC=CC=1)=[O:26]>ClCCl>[CH3:23][O:24][C:25](=[O:26])/[CH:27]=[CH:13]/[C:12]1[C:3]([N:2]([CH3:22])[CH3:1])=[N:4][C:5]2[C:10]([C:11]=1[C:15]1[CH:16]=[CH:17][C:18]([F:21])=[CH:19][CH:20]=1)=[CH:9][CH:8]=[CH:7][CH:6]=2. Run in ClCCl (dichloromethane). Isolated yield 92.0%. Run at time 3 day. The product is COC(\C=C\C=1C(=NC2=CC=CC=C2C1C1=CC=C(C=C1)F)N(C)C)=O ((E)-methyl-3-[2-(dimethylamino)-4-(4-fluorophenyl)-3-quinolinyl]-2-propenoate). Starting materials: CN(C1=NC2=CC=CC=C2C(=C1C=O)C1=CC=C(C=C1)F)C (2-(Dimethylamino)-4-(4-fluorophenyl)-3-quinolinecarboxaldehyde), COC(=O)C=P(C1=CC=CC=C1)(C2=CC=CC=C2)C3=CC=CC=C3 (methyl (triphenylphosphoranylidene) acetate). Yields the product ClC1=NC(=CC2=C1C=NN2)C (4-chloro-6-methyl-1H-pyrazolo[4,3-c]pyridine). Procedure details: To a solution of 2,4-dichloro-6-methylpyridine-3-carbaldehyde (12 g, 63 mmol) in 1,2-dichloroethane (200 mL) was added hydrazine monohydrate (9.52 g, 0.190 mol), and the reaction mixture was heated at 80° C. for 18 hours. After removal of solvents in vacuo, the residue was suspended in water (150 mL) and stirred for 30 minutes. The resulting precipitate was collected by filtration and washed with petroleum ether (2×250 mL), then was suspended in chloroform (150 mL), stirred for 30 minutes and fi... The solvent is ClCCCl (1,2-dichloroethane). Reaction conditions: temperature 80 celsius, time 30 minute. The reactants are ClC1=NC(=CC(=C1C=O)Cl)C (2,4-dichloro-6-methylpyridine-3-carbaldehyde), O.NN (hydrazine monohydrate). As a reaction SMILES: [Cl:1][C:2]1[C:7]([CH:8]=O)=[C:6](Cl)[CH:5]=[C:4]([CH3:11])[N:3]=1.O.[NH2:13][NH2:14]>ClCCCl>[Cl:1][C:2]1[C:7]2[CH:8]=[N:13][NH:14][C:6]=2[CH:5]=[C:4]([CH3:11])[N:3]=1 |f:1.2|.